This data is from the Open Reaction Database (ORD), a public repository of structured organic reaction records. The task is: describe an organic reaction: reactants, conditions, products, and yield Starting materials: O=C([O-])[O-], COC(=O)C(Cc1ccc(Br)cc1)NC(=O)c1ccc(NCc2cccc3ccccc23)cc1, Cc1ccccc1, [Na+], [Na+], OB(O)c1ccc(Oc2ccccc2)cc1. Product: COC(=O)C(Cc1ccc(-c2ccc(Oc3ccccc3)cc2)cc1)NC(=O)c1ccc(NCc2cccc3ccccc23)cc1. RXN SMILES: [C:51](=[O:52])([O-:53])[O-:54].[CH3:1][O:2][C:3]([CH:4]([CH2:5][c:6]1[cH:7][cH:8][c:9]([Br:12])[cH:10][cH:11]1)[NH:13][C:14]([c:15]1[cH:16][cH:17][c:18]([NH:21][CH2:22][c:23]2[cH:24][cH:25][cH:26][c:27]3[cH:28][cH:29][cH:30][cH:31][c:32]23)[cH:19][cH:20]1)=[O:33])=[O:34].[CH3:57][c:58]1[cH:59][cH:60][cH:61][cH:62][cH:63]1.[Na+:55].[Na+:56].[O:35]([c:36]1[cH:37][cH:38][cH:39][cH:40][cH:41]1)[c:42]1[cH:43][cH:44][c:45]([B:48]([OH:49])[OH:50])[cH:46][cH:47]1>>[CH3:1][O:2][C:3]([CH:4]([CH2:5][c:6]1[cH:7][cH:8][c:9](-[c:45]2[cH:44][cH:43][c:42]([O:35][c:36]3[cH:37][cH:38][cH:39][cH:40][cH:41]3)[cH:47][cH:46]2)[cH:10][cH:11]1)[NH:13][C:14]([c:15]1[cH:16][cH:17][c:18]([NH:21][CH2:22][c:23]2[cH:24][cH:25][cH:26][c:27]3[cH:28][cH:29][cH:30][cH:31][c:32]23)[cH:19][cH:20]1)=[O:33])=[O:34]. The reactants are [OH-].[K+] (KOH), resultant solution, ice water, Cl.C1(=CC=CC=C1)C(CC1N2CCC(C1=O)CC2)(C2=CC=CC=C2)C2=CC=CC=C2 (2-(2,2,2-triphenylethyl)-1-azabicyclo[2.2.2]octane-3-one hydrochloride), NN.O (H2NNH2.H2O), [OH-].[K+] (KOH). The solvent is C(COCCO)O (diethylene glycol). Yields the product Cl.C1(=CC=CC=C1)C(CC1N2CCC(C1)CC2)(C2=CC=CC=C2)C2=CC=CC=C2 (2-(2,2,2-triphenylethyl)-1-azabicyclo[2.2.2]octane hydrochloride). Reaction SMILES: [ClH:1].[C:2]1([C:8]([C:25]2[CH:30]=[CH:29][CH:28]=[CH:27][CH:26]=2)([C:19]2[CH:24]=[CH:23][CH:22]=[CH:21][CH:20]=2)[CH2:9][CH:10]2[C:15](=O)[CH:14]3[CH2:17][CH2:18][N:11]2[CH2:12][CH2:13]3)[CH:7]=[CH:6][CH:5]=[CH:4][CH:3]=1.NN.O.[OH-].[K+]>C(O)COCCO>[ClH:1].[C:25]1([C:8]([C:2]2[CH:3]=[CH:4][CH:5]=[CH:6][CH:7]=2)([C:19]2[CH:20]=[CH:21][CH:22]=[CH:23][CH:24]=2)[CH2:9][CH:10]2[CH2:15][CH:14]3[CH2:17][CH2:18][N:11]2[CH2:12][CH2:13]3)[CH:26]=[CH:27][CH:28]=[CH:29][CH:30]=1 |f:0.1,2.3,4.5,7.8|. Procedure details: A mixture of 2.25 grams (5.38 mmol) of 2-(2,2,2-triphenylethyl)-1-azabicyclo[2.2.2]octane-3-one hydrochloride (XI), 1.14 grams (19.4 mmol) 85% H2NNH2.H2O, 1.5 grams (23 mmol) 85% KOH and 160 ml of diethylene glycol is heated to reflux for 2 hours. The resultant solution is cooled to room temperature and poured into 1.0 liter of ice-water. The aqueous layer has a pH of about 12.0 which is adjusted to about 14.0 with aqueous KOH. The solution is extracted twice with diethyl ether, and the combined... Starting materials: N1C(=O)NC(=O)C=C1 (uracil), BrBr (bromine). Reported procedure: 39.4 g (0.35 mol) of uracil are dissolved in 200 ml of acetic acid, and the mixture is warmed to 70° C. The mixture is added dropwise over the course of 2 hours to a solution of 20 ml (0.38 mol) of bromine dissolved in 200 ml of acetic acid. The orange suspension is held at 70° C. overnight and then cooled to 0°-5° C. The precipitate obtained is filtered off, washed with 200 ml of cold water and dried, giving 60.2 g of 5-bromouracil (89.7% of theory). Run in C(C)(=O)O (acetic acid), C(C)(=O)O (acetic acid). Yield: 90.1%. Reaction conditions: temperature 70 celsius, time 8 hour. The product is BrC=1C(NC(NC1)=O)=O (5-bromouracil). As a reaction SMILES: [NH:1]1[CH:8]=[CH:7][C:5](=[O:6])[NH:4][C:2]1=[O:3].[Br:9]Br>C(O)(=O)C>[Br:9][C:7]1[C:5](=[O:6])[NH:4][C:2](=[O:3])[NH:1][CH:8]=1. Reactants: [Br-], C1CCOC1, C=C[Mg+], O=C(c1nc2cc(Cl)c(Cl)cc2[nH]1)C(F)(F)F, ClCCl. Yields the product C=CC(O)(c1nc2cc(Cl)c(Cl)cc2[nH]1)C(F)(F)F. RXN SMILES: [Br-:18].[CH2:22]1[O:23][CH2:24][CH2:25][CH2:26]1.[CH:19](=[CH2:20])[Mg+:21].[Cl:1][c:2]1[cH:3][c:4]2[c:5]([nH:6][c:7]([C:9]([C:10]([F:11])([F:12])[F:13])=[O:14])[n:8]2)[cH:15][c:16]1[Cl:17].[Cl:27][CH2:28][Cl:29]>>[Cl:1][c:2]1[cH:3][c:4]2[c:5]([n:6][c:7]([C:9]([C:10]([F:11])([F:12])[F:13])([OH:14])[CH:19]=[CH2:20])[nH:8]2)[cH:15][c:16]1[Cl:17]. The reactants are [BH3-]C#N, CCCCCCOc1ccc(N2CCC(=O)CC2)cc1, CCOC(=O)c1ccc(N2CCNCC2)cc1, CCO, CC(C)[O-], CC(C)[O-], CC(C)[O-], CC(C)[O-], [Na+], O, [Ti+4]. Product: CCCCCCOc1ccc(N2CCC(N3CCN(c4ccc(C(=O)OCC)cc4)CC3)CC2)cc1. As a reaction SMILES: [C:38]([BH3-:39])#[N:40].[CH2:1]([CH2:2][CH2:3][CH2:4][CH2:5][CH3:6])[O:7][c:8]1[cH:9][cH:10][c:11]([N:14]2[CH2:15][CH2:16][C:17](=[O:20])[CH2:18][CH2:19]2)[cH:12][cH:13]1.[CH2:21]([CH3:22])[O:23][C:24](=[O:25])[c:26]1[cH:27][cH:28][c:29]([N:32]2[CH2:33][CH2:34][NH:35][CH2:36][CH2:37]2)[cH:30][cH:31]1.[CH3:43][CH2:44][OH:45].[CH3:46][CH:47]([CH3:48])[O-:49].[CH3:51][CH:52]([CH3:53])[O-:54].[CH3:55][CH:56]([CH3:57])[O-:58].[CH3:59][CH:60]([CH3:61])[O-:62].[Na+:41].[OH2:42].[Ti+4:50]>>[CH2:1]([CH2:2][CH2:3][CH2:4][CH2:5][CH3:6])[O:7][c:8]1[cH:9][cH:10][c:11]([N:14]2[CH2:15][CH2:16][CH:17]([N:35]3[CH2:34][CH2:33][N:32]([c:29]4[cH:28][cH:27][c:26]([C:24]([O:23][CH2:21][CH3:22])=[O:25])[cH:31][cH:30]4)[CH2:37][CH2:36]3)[CH2:18][CH2:19]2)[cH:12][cH:13]1. Starting materials: BrCCBr, O=C([O-])[O-], CCOC(C)=O, Oc1ccc(-c2noc3cc(F)ccc23)cc1, [K+], [K+]. Product: Fc1ccc2c(-c3ccc(OCCBr)cc3)noc2c1. As a reaction SMILES: [Br:24][CH2:25][CH2:26][Br:27].[C:18](=[O:19])([O-:20])[O-:21].[CH3:28][CH2:29][O:30][C:31](=[O:32])[CH3:33].[F:1][c:2]1[cH:3][c:4]2[c:5]([c:6](-[c:9]3[cH:10][cH:11][c:12]([OH:15])[cH:13][cH:14]3)[n:7][o:8]2)[cH:16][cH:17]1.[K+:22].[K+:23]>>[F:1][c:2]1[cH:3][c:4]2[c:5]([c:6](-[c:9]3[cH:10][cH:11][c:12]([O:15][CH2:26][CH2:25][Br:24])[cH:13][cH:14]3)[n:7][o:8]2)[cH:16][cH:17]1. Reactants: Cl (hydrochloric acid), C(CCCCCCCCC)Br (decylmonobromide), OC1=CC2=CC=C(C=C2C=C1)C(=O)O (2-hydroxy-6-carboxynaphthalene), C([O-])([O-])=O.[K+].[K+] (potassium carbonate). The solvent is CN(C=O)C (dimethylformamide), C(C)OCC (diethylether), O (water). Yields the product C(CCCCCCCCC)OC1=CC2=CC=C(C=C2C=C1)C(=O)O (2-n-decyloxy-6-carboxynaphthalene). Isolated yield 68.8%. Reaction SMILES: [CH2:1](Br)[CH2:2][CH2:3][CH2:4][CH2:5][CH2:6][CH2:7][CH2:8][CH2:9][CH3:10].[OH:12][C:13]1[CH:22]=[CH:21][C:20]2[C:15](=[CH:16][CH:17]=[C:18]([C:23]([OH:25])=[O:24])[CH:19]=2)[CH:14]=1.C(=O)([O-])[O-].[K+].[K+].Cl>CN(C)C=O.O.C(OCC)C>[CH2:1]([O:12][C:13]1[CH:22]=[CH:21][C:20]2[C:15](=[CH:16][CH:17]=[C:18]([C:23]([OH:25])=[O:24])[CH:19]=2)[CH:14]=1)[CH2:2][CH2:3][CH2:4][CH2:5][CH2:6][CH2:7][CH2:8][CH2:9][CH3:10] |f:2.3.4|. Reported procedure: After a solution of decylmonobromide (7 g), 2-hydroxy-6-carboxynaphthalene (2 g) and anhydrous potassium carbonate (4 g) in dimethylformamide (100 ml) was stirred at 130° C. for two hours, it was poured in water. Dilute aqueous hydrochloric acid solution was added thereto until the solution was neutral. To the solution was added diethylether in order to effect extraction. The extracted layer was distilled to remove the solvent. The residue was added to a solution of sodium hydroxide (3.3 g) in w... Starting materials: [N+](=O)([O-])C=1C(=C(C=CC1)C)[N+](=O)[O-] (dinitrotoluene), [N+](=O)(O)[O-] (nitric acid). Run in C1(=CC=CC=C1)C (toluene). Product: [N+](=O)([O-])C1=CC=C(C=C1)C (mononitrotoluene). RXN SMILES: [N+]([C:4]1[C:5]([N+]([O-])=O)=[C:6]([CH3:10])[CH:7]=[CH:8][CH:9]=1)([O-])=O.[N+:14]([O-:17])(O)=[O:15]>C1(C)C=CC=CC=1>[N+:14]([C:9]1[CH:8]=[CH:7][C:6]([CH3:10])=[CH:5][CH:4]=1)([O-:17])=[O:15]. Reported procedure: Described herein is a continuous process for preparing dinitrotoluene by reacting toluene with dilute nitric acid to produce mononitrotoluene, then reacting the mononitrotoluene with concentrated nitric acid to produce dinitrotoluene.